This data is from the Open Reaction Database (ORD), a public repository of structured organic reaction records. The task is: describe an organic reaction: reactants, conditions, products, and yield Reactants: C(C1=CC=CC=C1)B1C2CCCC1CCC2 (9-Benzyl-9-bora-bicyclo[3.3.1]nonane), IC=1C=CC(=NC1)N (5-iodopyridin-2-amine), P(=O)([O-])([O-])[O-].[K+].[K+].[K+] (potassium phosphate), CC(C)C1=CC(=C(C(=C1)C(C)C)C2=C(C=CC=C2)P(C3CCCCC3)C4CCCCC4)C(C)C (X-Phos). The reagents and catalysts are C=1C=CC(=CC1)/C=C/C(=O)/C=C/C2=CC=CC=C2.C=1C=CC(=CC1)/C=C/C(=O)/C=C/C2=CC=CC=C2.C=1C=CC(=CC1)/C=C/C(=O)/C=C/C2=CC=CC=C2.[Pd].[Pd] (Pd2 dba3). Solvent: O (H2O). Run at temperature 120 celsius, time 10 minute. Product: C(C1=CC=CC=C1)C=1C=CC(=NC1)N (5-benzylpyridin-2-amine). Reaction SMILES: [CH2:1](B1C2CCCC1CCC2)[C:2]1[CH:7]=[CH:6][CH:5]=[CH:4][CH:3]=1.I[C:18]1[CH:19]=[CH:20][C:21]([NH2:24])=[N:22][CH:23]=1.P([O-])([O-])([O-])=O.[K+].[K+].[K+].CC(C1C=C(C(C)C)C(C2C=CC=CC=2P(C2CCCCC2)C2CCCCC2)=C(C(C)C)C=1)C>O.C1C=CC(/C=C/C(/C=C/C2C=CC=CC=2)=O)=CC=1.C1C=CC(/C=C/C(/C=C/C2C=CC=CC=2)=O)=CC=1.C1C=CC(/C=C/C(/C=C/C2C=CC=CC=2)=O)=CC=1.[Pd].[Pd]>[CH2:1]([C:18]1[CH:19]=[CH:20][C:21]([NH2:24])=[N:22][CH:23]=1)[C:2]1[CH:3]=[CH:4][CH:5]=[CH:6][CH:7]=1 |f:2.3.4.5,8.9.10.11.12|. Procedure details: 9-Benzyl-9-bora-bicyclo[3.3.1]nonane (0.5M solution in THF, 12727 μL, 6363 μmol) was added to a mixture of 5-iodopyridin-2-amine (700 mg, 3182 μmol), potassium phosphate (2026 mg, 9545 μmol), Pd2 dba3 (58 mg, 64 μmol), and X-Phos (61 mg, 127 μmol) suspended in H2O (1 mL) in a sealable reaction vial. The vial was flushed with argon gas and then sealed and heated (microwave) at 120° C. for 30 min. The crude mixture was diluted with EtOAc, and the resulting solution was sequentially washed with 1M ... Reactants: Cc1ccccc1, COc1cccc(F)c1C(=O)O, Cc1ccc(C#N)c(N)c1, CN(C)C=O, O=S(Cl)Cl, c1ccncc1. Product: COc1cccc(F)c1C(=O)Nc1cc(C)ccc1C#N. As a reaction SMILES: [CH3:17][c:18]1[cH:19][cH:20][cH:21][cH:22][cH:23]1.[F:1][c:2]1[cH:3][cH:4][cH:5][c:6]([O:11][CH3:12])[c:7]1[C:8](=[O:9])[OH:10].[NH2:24][c:25]1[c:26]([C:27]#[N:28])[cH:29][cH:30][c:31]([CH3:33])[cH:32]1.[O:40]=[CH:41][N:42]([CH3:43])[CH3:44].[S:13]([Cl:14])([Cl:15])=[O:16].[cH:34]1[cH:35][cH:36][n:37][cH:38][cH:39]1>>[F:1][c:2]1[cH:3][cH:4][cH:5][c:6]([O:11][CH3:12])[c:7]1[C:8](=[O:10])[NH:24][c:25]1[c:26]([C:27]#[N:28])[cH:29][cH:30][c:31]([CH3:33])[cH:32]1. The reactants are O=C1CCC(=O)N1Br, ClC(Cl)(Cl)Cl, COC(=O)c1ccc(C)c(F)c1, CC(C)(C#N)N=NC(C)(C)C#N. Yields the product COC(=O)c1ccc(CBr)c(F)c1. RXN SMILES: [Br:25][N:26]1[C:27](=[O:28])[CH2:29][CH2:30][C:31]1=[O:32].[C:33]([Cl:34])([Cl:35])([Cl:36])[Cl:37].[CH3:1][O:2][C:3]([c:4]1[cH:5][c:6]([F:11])[c:7]([CH3:10])[cH:8][cH:9]1)=[O:12].[N:13]#[C:14][C:15]([N:16]=[N:17][C:18]([C:19]#[N:20])([CH3:21])[CH3:22])([CH3:23])[CH3:24]>>[CH3:1][O:2][C:3]([c:4]1[cH:5][c:6]([F:11])[c:7]([CH2:10][Br:25])[cH:8][cH:9]1)=[O:12].